Dataset: the Open Reaction Database (ORD), a public repository of structured organic reaction records. Task: describe an organic reaction: reactants, conditions, products, and yield The product is FC1=CC=C(C=C1)CC1=CN=C2C(=C(C(N(C2=C1)CCOC)=O)C(=O)NCCN(S(=O)(=O)C)C)O (7-[(4-fluorophenyl)methyl]-4-hydroxy-N-{2-[methyl(methylsulfonyl)amino]ethyl}-1-[2-(methyloxy)ethyl]-2-oxo-1,2-dihydro-1,5-naphthyridine-3-carboxamide). Procedure: In a manner similar to that described in example 316, from ethyl 7-[(4-fluorophenyl)methyl]-4-hydroxy-1-[2-(methyloxy)ethyl]-2-oxo-1,2-dihydro-1,5-naphthyridine-3-carboxylate (10 mg, 0.025 mmol) and N-(2-aminoethyl)-N-methylmethanesulfonamide (50 mg, 0.329 mmol) was prepared 7-[(4-fluorophenyl)methyl]-4-hydroxy-N-{2-[methyl(methylsulfonyl)amino]ethyl}-1-[2-(methyloxy)ethyl]-2-oxo-1,2-dihydro-1,5-naphthyridine-3-carboxamide (8 mg, 62% yield) as a white solid after purification by reverse phase HP... Isolated yield 63.2%. Starting materials: FC1=CC=C(C=C1)CC1=CN=C2C(=C(C(N(C2=C1)CCOC)=O)C(=O)OCC)O (ethyl 7-[(4-fluorophenyl)methyl]-4-hydroxy-1-[2-(methyloxy)ethyl]-2-oxo-1,2-dihydro-1,5-naphthyridine-3-carboxylate), NCCN(S(=O)(=O)C)C (N-(2-aminoethyl)-N-methylmethanesulfonamide). As a reaction SMILES: [F:1][C:2]1[CH:7]=[CH:6][C:5]([CH2:8][C:9]2[CH:18]=[C:17]3[C:12]([C:13]([OH:29])=[C:14]([C:24]([O:26]CC)=O)[C:15](=[O:23])[N:16]3[CH2:19][CH2:20][O:21][CH3:22])=[N:11][CH:10]=2)=[CH:4][CH:3]=1.[NH2:30][CH2:31][CH2:32][N:33]([CH3:38])[S:34]([CH3:37])(=[O:36])=[O:35]>>[F:1][C:2]1[CH:3]=[CH:4][C:5]([CH2:8][C:9]2[CH:18]=[C:17]3[C:12]([C:13]([OH:29])=[C:14]([C:24]([NH:30][CH2:31][CH2:32][N:33]([CH3:38])[S:34]([CH3:37])(=[O:36])=[O:35])=[O:26])[C:15](=[O:23])[N:16]3[CH2:19][CH2:20][O:21][CH3:22])=[N:11][CH:10]=2)=[CH:6][CH:7]=1.